This data is from the Open Reaction Database (ORD), a public repository of structured organic reaction records. The task is: describe an organic reaction: reactants, conditions, products, and yield Starting materials: CSCO[C@@H]1CC[C@H](CC1)N1C=2N(C(=C(C1=O)CC1=CC=C(C=C1)C=1C(=CC=CC1)C#N)CCC)N=CN2 (4′-[(4-{trans-4-[(Methylsulfanyl)methoxy]cyclohexyl}-5-oxo-7-propyl-4,5-dihydro[1,2,4]triazolo[1,5-a]pyrimidin-6-yl)methyl]biphenyl-2-carbonitrile), C1(=CC=CC=C1)C (toluene), S(=O)(=O)(Cl)Cl (sulfuryl chloride). Conditions: time 2 hour. Product: OC1(CCCC1)CO[C@@H]1CC[C@H](CC1)N1C=2N(C(=C(C1=O)CC1=CC=C(C=C1)C=1C(=CC=CC1)C#N)CCC)N=CN2 (4′-[(4-{trans-4-[(1-hydroxycyclopentyl)methoxy]cyclohexyl}-5-oxo-7-propyl-4,5-dihydro[1,2,4]triazolo[1,5-a]pyrimidin-6-yl)methyl]biphenyl-2-carbonitrile). The yield is 2.4%. RXN SMILES: CS[CH2:3][O:4][C@H:5]1[CH2:10][CH2:9][C@H:8]([N:11]2[C:16](=[O:17])[C:15]([CH2:18][C:19]3[CH:24]=[CH:23][C:22]([C:25]4[C:26]([C:31]#[N:32])=[CH:27][CH:28]=[CH:29][CH:30]=4)=[CH:21][CH:20]=3)=[C:14]([CH2:33][CH2:34][CH3:35])[N:13]3[N:36]=[CH:37][N:38]=[C:12]23)[CH2:7][CH2:6]1.S(Cl)(Cl)(=O)=[O:40].[C:44]1([CH3:50])[CH:49]=[CH:48][CH:47]=CC=1>>[OH:40][C:44]1([CH2:3][O:4][C@H:5]2[CH2:10][CH2:9][C@H:8]([N:11]3[C:16](=[O:17])[C:15]([CH2:18][C:19]4[CH:24]=[CH:23][C:22]([C:25]5[C:26]([C:31]#[N:32])=[CH:27][CH:28]=[CH:29][CH:30]=5)=[CH:21][CH:20]=4)=[C:14]([CH2:33][CH2:34][CH3:35])[N:13]4[N:36]=[CH:37][N:38]=[C:12]34)[CH2:7][CH2:6]2)[CH2:49][CH2:48][CH2:47][CH2:50]1. Reported procedure: 4′-[(4-{trans-4-[(Methylsulfanyl)methoxy]cyclohexyl}-5-oxo-7-propyl-4,5-dihydro[1,2,4]triazolo[1,5-a]pyrimidin-6-yl)methyl]biphenyl-2-carbonitrile (1.0 g) was dissolved in toluene (10 mL), and sulfuryl chloride (0.16 mL) was added at 0° C. The mixture was stirred at room temperature for 2 hr, the precipitate was filtered off, and the filtrate was concentrated under reduced pressure. The residue was mixed with cyclopentanone (0.16 g) and tetrahydrofuran (10 mL), and samarium iodide (57 mL, 0.1 M ... Reactants: OCCC1Cc2ccccc2C1, CCOC(=O)C(C)(C)Sc1cnc(N)s1, CC1CCC(N(CCCCc2ccccc2)C(=O)Nc2ncc(SC(C)(C)C(=O)O)s2)CC1. As a reaction SMILES: [CH2:34]1[c:35]2[c:36]([cH:37][cH:38][cH:39][cH:40]2)[CH2:41][CH:42]1[CH2:43][CH2:44][OH:45].[CH2:46]([O:47][C:48](=[O:49])[C:50]([S:51][c:52]1[s:53][c:54]([NH2:55])[n:56][cH:57]1)([CH3:58])[CH3:59])[CH3:60].[CH3:1][C:2]([C:3](=[O:4])[OH:5])([CH3:6])[S:7][c:8]1[cH:9][n:10][c:11]([NH:13][C:14](=[O:15])[N:16]([CH2:17][CH2:18][CH2:19][CH2:20][c:21]2[cH:22][cH:23][cH:24][cH:25][cH:26]2)[CH:27]2[CH2:28][CH2:29][CH:30]([CH3:33])[CH2:31][CH2:32]2)[s:12]1>>[CH3:1][C:2]([C:3](=[O:4])[OH:5])([CH3:6])[S:7][c:8]1[cH:9][n:10][c:11]([NH:13][C:14](=[O:15])[N:16]([CH2:17][CH2:18][CH:19]2[CH2:20][c:21]3[cH:22][cH:23][cH:24][cH:25][c:26]3[CH2:34]2)[CH:27]2[CH2:28][CH2:29][CH:30]([CH3:33])[CH2:31][CH2:32]2)[s:12]1. Yields the product CC1CCC(N(CCC2Cc3ccccc3C2)C(=O)Nc2ncc(SC(C)(C)C(=O)O)s2)CC1. Reactants: CN1CCCC1=O, O=[N+]([O-])c1cncnc1Cl, Nc1ccc(N)cc1, O. Yields the product Nc1ccc(Nc2ncncc2[N+](=O)[O-])cc1. As a reaction SMILES: [CH3:19][N:20]1[CH2:21][CH2:22][CH2:23][C:24]1=[O:25].[Cl:1][c:2]1[n:3][cH:4][n:5][cH:6][c:7]1[N+:8](=[O:9])[O-:10].[NH2:11][c:12]1[cH:13][cH:14][c:15]([NH2:16])[cH:17][cH:18]1.[OH2:26]>>[c:2]1([NH:11][c:12]2[cH:13][cH:14][c:15]([NH2:16])[cH:17][cH:18]2)[n:3][cH:4][n:5][cH:6][c:7]1[N+:8](=[O:9])[O-:10]. Reactants: CCc1cc(-c2cccc(C=O)n2)c(C)[nH]c1=O, OC1CCNCC1. Yields the product CCc1cc(-c2cccc(CN3CCC(O)CC3)n2)c(C)[nH]c1=O. As a reaction SMILES: [CH2:1]([CH3:2])[c:3]1[cH:4][c:5](-[c:11]2[n:12][c:13]([CH:17]=[O:18])[cH:14][cH:15][cH:16]2)[c:6]([CH3:10])[nH:7][c:8]1=[O:9].[OH:19][CH:20]1[CH2:21][CH2:22][NH:23][CH2:24][CH2:25]1>>[CH2:1]([CH3:2])[c:3]1[cH:4][c:5](-[c:11]2[n:12][c:13]([CH2:17][N:23]3[CH2:22][CH2:21][CH:20]([OH:19])[CH2:25][CH2:24]3)[cH:14][cH:15][cH:16]2)[c:6]([CH3:10])[nH:7][c:8]1=[O:9]. Starting materials: ice water, BrC1=COC2=CC=CC=C2C1=S (3-bromothiochromone), N1N=CN=C1 (1,2,4-triazole), C([O-])([O-])=O.[K+].[K+] (potassium carbonate). Run in CN(C=O)C (dimethylformamide). Yields the product N1N=C(N=C1)C=1OC2=CC=CC=C2C(C1)=S (2-(1,2,4-triazolyl) thiochromone). Yield: 80.5%. As a reaction SMILES: Br[C:2]1[C:11](=[S:12])[C:10]2[C:5](=[CH:6][CH:7]=[CH:8][CH:9]=2)[O:4][CH:3]=1.[NH:13]1[CH:17]=[N:16][CH:15]=[N:14]1.C(=O)([O-])[O-].[K+].[K+]>CN(C)C=O>[NH:13]1[CH:17]=[N:16][C:15]([C:3]2[O:4][C:5]3[C:10]([C:11](=[S:12])[CH:2]=2)=[CH:9][CH:8]=[CH:7][CH:6]=3)=[N:14]1 |f:2.3.4|. Procedure: To an eggplant type flask (25 ml), 3-bromothiochromone (121 mg) prepared in Example 8, 1,2,4-triazole (138 mg), potassium carbonate (1382 mg), and dimethylformamide (15 ml) were added. The mixture was reacted at 80° C. for 20 hours with stirring. The reaction mixture was added to ice water and extracted with chloroform. The organic layer was dried over anhydrous sodium sulfate, and concentrated under reduced pressure. The residue was purifiedby the silica gel column chromatography and recrystall... Reactants: CC(=O)O, CC(C)n1c(N2CCN(C)CC2)nc2cc(Cl)ccc21, [Na+], [OH-], O, O=[N+]([O-])O. Yields the product CC(C)n1c(N2CCN(C)CC2)nc2cc(Cl)c([N+](=O)[O-])cc21. As a reaction SMILES: [CH3:28][C:29](=[O:30])[OH:31].[Cl:1][c:2]1[cH:3][c:4]2[c:5]([n:6]([CH:16]([CH3:17])[CH3:18])[c:7]([N:9]3[CH2:10][CH2:11][N:12]([CH3:15])[CH2:13][CH2:14]3)[n:8]2)[cH:19][cH:20]1.[Na+:27].[OH-:26].[OH2:25].[OH:21][N+:22]([O-:23])=[O:24]>>[Cl:1][c:2]1[cH:3][c:4]2[c:5]([n:6]([CH:16]([CH3:17])[CH3:18])[c:7]([N:9]3[CH2:10][CH2:11][N:12]([CH3:15])[CH2:13][CH2:14]3)[n:8]2)[cH:19][c:20]1[N+:22](=[O:21])[O-:23]. Reactants: O=C([O-])[O-], COc1cc2c(cc1OC)C(=O)N(CCCCl)CC2, COc1ccc(CCNCc2ccccc2)cc1OC, CO, ClC(Cl)Cl, Clc1ccccc1, [K+], [K+]. Yields the product COc1ccc(CCN(CCCN2CCc3cc(OC)c(OC)cc3C2=O)Cc2ccccc2)cc1OC. As a reaction SMILES: [C:40](=[O:41])([O-:42])[O-:43].[CH3:1][O:2][c:3]1[cH:4][c:5]2[c:10]([cH:11][c:12]1[O:13][CH3:14])[C:9](=[O:15])[N:8]([CH2:16][CH2:17][CH2:18][Cl:19])[CH2:7][CH2:6]2.[CH3:20][O:21][c:22]1[cH:23][c:24]([CH2:30][CH2:31][NH:32][CH2:33][c:34]2[cH:35][cH:36][cH:37][cH:38][cH:39]2)[cH:25][cH:26][c:27]1[O:28][CH3:29].[CH3:46][OH:47].[CH:48]([Cl:49])([Cl:50])[Cl:51].[Cl:52][c:53]1[cH:54][cH:55][cH:56][cH:57][cH:58]1.[K+:44].[K+:45]>>[CH3:1][O:2][c:3]1[cH:4][c:5]2[c:10]([cH:11][c:12]1[O:13][CH3:14])[C:9](=[O:15])[N:8]([CH2:16][CH2:17][CH2:18][N:32]([CH2:31][CH2:30][c:24]1[cH:23][c:22]([O:21][CH3:20])[c:27]([O:28][CH3:29])[cH:26][cH:25]1)[CH2:33][c:34]1[cH:35][cH:36][cH:37][cH:38][cH:39]1)[CH2:7][CH2:6]2. Reactants: OC1=CC=C(C(=O)CNC2=C(C=CC(=C2)OC)C2CC=3C=CC(=CC3CC2)OC(C(C)(C)C)=O)C=C1 (pivalic acid 6-{2-[(4-hydroxybenzoyl)methylamino]-4-methoxyphenyl}-5,6,7,8-tetrahydronaphthalen-2-yl ester), ClCC(=O)N1CCC2(OCCO2)CC1 (2-chloro-1-(1,4-dioxa-8-azaspiro[4.5]dec-8-yl)ethanone). Product: O1CCOC12CCN(CC2)CCOC2=CC=C(CCNC1=C(C=CC(=C1)OC)C1CC=3C=CC(=CC3CC1)O)C=C2 (6-{2-{{4-[2-(1,4-Dioxa-8-azaspiro[4.5]dec-8-yl)ethoxy]benzyl}methylamino}-4-methoxyphenyl}-5,6,7,8-tetrahydronaphthalen-2-ol). The yield is 45.4%. Reaction SMILES: [OH:1][C:2]1[CH:36]=[CH:35][C:5]([C:6]([CH2:8][NH:9][C:10]2[CH:15]=[C:14]([O:16][CH3:17])[CH:13]=[CH:12][C:11]=2[CH:18]2[CH2:27][CH2:26][C:25]3[CH:24]=[C:23]([O:28]C(=O)C(C)(C)C)[CH:22]=[CH:21][C:20]=3[CH2:19]2)=O)=[CH:4][CH:3]=1.Cl[CH2:38][C:39]([N:41]1[CH2:50][CH2:49][C:44]2([O:48][CH2:47][CH2:46][O:45]2)[CH2:43][CH2:42]1)=O>>[O:48]1[C:44]2([CH2:49][CH2:50][N:41]([CH2:39][CH2:38][O:1][C:2]3[CH:36]=[CH:35][C:5]([CH2:6][CH2:8][NH:9][C:10]4[CH:15]=[C:14]([O:16][CH3:17])[CH:13]=[CH:12][C:11]=4[CH:18]4[CH2:27][CH2:26][C:25]5[CH:24]=[C:23]([OH:28])[CH:22]=[CH:21][C:20]=5[CH2:19]4)=[CH:4][CH:3]=3)[CH2:42][CH2:43]2)[O:45][CH2:46][CH2:47]1. Reported procedure: Synthesized from pivalic acid 6-{2-[(4-hydroxybenzoyl)methylamino]-4-methoxyphenyl}-5,6,7,8-tetrahydronaphthalen-2-yl ester (25 mg) and 2-chloro-1-(1,4-dioxa-8-azaspiro[4.5]dec-8-yl)ethanone (22 mg) according to an analogous synthetic method to Example 404 and purified by LC-MS, the title compound (13 mg) was obtained.